Dataset: the Open Reaction Database (ORD), a public repository of structured organic reaction records. Task: describe an organic reaction: reactants, conditions, products, and yield The reactants are N1C(C2(C3=CC=CC=C13)COC1=CC3=C(OCCO3)C=C12)=O (2,3-dihydrospiro[furo[2,3-g][1,4]benzodioxine-8,3′-indol]-2′(1′H)-one), BrCC1OCCCC1 (2-(bromomethyl)tetrahydro-2H-pyran), N1C(C2(C3=CC=CC=C13)C1=C(OC2)C=C2OCCC2=C1)=O (5,6-dihydrospiro[benzo[1,2-b:5,4-b′]difuran-3,3′-indol]-2′(1′H)-one), CC1=CC=C(C=C1)S(=O)(=O)OC[C@@H]1OCCC1 ((R)-(tetrahydrofuran-2-yl)methyl 4-methylbenzenesulfonate). Yields the product O1[C@H](CCC1)CN1C(C2(C3=CC=CC=C13)COC1=CC3=C(OCCO3)C=C12)=O (1′-[(2R)-tetrahydrofuran-2-ylmethyl]-2,3-dihydrospiro[furo[2,3-g][1,4]benzodioxine-8,3′-indol]-2′(1′H)-one). Reaction SMILES: [NH:1]1[C:9]2[C:4](=[CH:5][CH:6]=[CH:7][CH:8]=2)[C:3]2([C:21]3[C:12](=[CH:13][C:14]4[O:19][CH2:18][CH2:17][O:16][C:15]=4[CH:20]=3)[O:11][CH2:10]2)[C:2]1=[O:22].N1C2C(=CC=CC=2)[C:25]2([CH2:35][O:34][C:33]3[CH:36]=C4C(=C[C:32]2=3)CCO4)C1=O.CC1C=CC(S(OC[C@H]2CCCO2)(=O)=O)=CC=1.BrCC1CCCCO1>>[O:34]1[CH2:35][CH2:25][CH2:32][C@@H:33]1[CH2:36][N:1]1[C:9]2[C:4](=[CH:5][CH:6]=[CH:7][CH:8]=2)[C:3]2([C:21]3[C:12](=[CH:13][C:14]4[O:19][CH2:18][CH2:17][O:16][C:15]=4[CH:20]=3)[O:11][CH2:10]2)[C:2]1=[O:22]. Reported procedure: Following the procedure as described in EXAMPLE 4 and making non-critical variations using 2,3-dihydrospiro[furo[2,3-g][1,4]benzodioxine-8,3′-indol]-2′(1′H)-one to replace 5,6-dihydrospiro[benzo[1,2-b:5,4-b′]difuran-3,3′-indol]-2′(1′H)-one, and (R)-(tetrahydrofuran-2-yl)methyl 4-methylbenzenesulfonate to replace 2-(bromomethyl)tetrahydro-2H-pyran, 1′-[(2R)-tetrahydrofuran-2-ylmethyl]-2,3-dihydrospiro[furo[2,3-g][1,4]benzodioxine-8,3′-indol]-2′(1′H)-one was obtained (55%) as a colorless solid: mp...